This data is from the Open Reaction Database (ORD), a public repository of structured organic reaction records. The task is: describe an organic reaction: reactants, conditions, products, and yield Starting materials: COc1ccc(Br)c(CBr)c1, CCOC(=O)CC(=O)c1ccccc1, CC[O-], CCO, [Na+]. The product is COc1ccc(Br)c(CCC(=O)c2ccccc2)c1. As a reaction SMILES: [Br:19][c:20]1[c:21]([CH2:28][Br:29])[cH:22][c:23]([O:26][CH3:27])[cH:24][cH:25]1.[C:5]([c:6]1[cH:7][cH:8][cH:9][cH:10][cH:11]1)(=[O:12])[CH2:13][C:14]([O:15][CH2:16][CH3:17])=[O:18].[CH3:2][CH2:3][O-:4].[CH3:30][CH2:31][OH:32].[Na+:1]>>[C:5]([c:6]1[cH:7][cH:8][cH:9][cH:10][cH:11]1)(=[O:12])[CH2:13][CH2:14][c:21]1[c:20]([Br:19])[cH:25][cH:24][c:23]([O:26][CH3:27])[cH:22]1. Yields the product O=C(Nc1nccs1)C(CC1CCCC1)c1ccc(Cl)nc1. Reactants: F[B-](F)(F)F, CCOC(C)=O, O=C(O)C(CC1CCCC1)c1ccc(Cl)nc1, CN(C)C=O, On1nnc2ccccc21, CN(C)C(On1nnc2ccccc21)=[N+](C)C, Nc1nccs1. As a reaction SMILES: [B-:18]([F:19])([F:20])([F:21])[F:22].[CH3:61][CH2:62][O:63][C:64]([CH3:65])=[O:66].[Cl:1][c:2]1[cH:3][cH:4][c:5]([CH:8]([C:9](=[O:10])[OH:11])[CH2:12][CH:13]2[CH2:14][CH2:15][CH2:16][CH2:17]2)[cH:6][n:7]1.[O:56]=[CH:57][N:58]([CH3:59])[CH3:60].[OH:40][n:41]1[c:42]2[c:43]([cH:44][cH:45][cH:46][cH:47]2)[n:48][n:49]1.[n:23]1([O:24][C:25]([N:26]([CH3:27])[CH3:28])=[N+:29]([CH3:30])[CH3:31])[c:32]2[cH:33][cH:34][cH:35][cH:36][c:37]2[n:38][n:39]1.[s:50]1[c:51]([NH2:55])[n:52][cH:53][cH:54]1>>[Cl:1][c:2]1[cH:3][cH:4][c:5]([CH:8]([C:9](=[O:11])[NH:55][c:51]2[s:50][cH:54][cH:53][n:52]2)[CH2:12][CH:13]2[CH2:14][CH2:15][CH2:16][CH2:17]2)[cH:6][n:7]1. Reactants: FC(C1=CC=C(C=C1)NC(=O)N1NC(C(C1)C1=CC=CC=C1)C1=CC=C(C=C1)Cl)(F)F (N-(4-trifluoromethylphenyl)-3-(4-chlorophenyl)-4-phenyl-2,3,4,5-tetrahydro-1H-pyrazole-1-carboxamide), C(C)(C)N(CC)C(C)C (diisopropylethylamine), C(C)I (ethyl iodide). The solvent is CN(C=O)C (dimethylformamide). Run at temperature 60 celsius. Product: FC(C1=CC=C(C=C1)NC(=O)N1N(C(C(C1)C1=CC=CC=C1)C1=CC=C(C=C1)Cl)CC)(F)F (N-(4-trifluoromethylphenyl)-3-(4-chlorophenyl)-4-phenyl-2-ethyl-2,3,4,5-tetrahydro-1H-pyrazole-1-carboxamide). Reaction SMILES: [F:1][C:2]([F:31])([F:30])[C:3]1[CH:8]=[CH:7][C:6]([NH:9][C:10]([N:12]2[CH2:16][CH:15]([C:17]3[CH:22]=[CH:21][CH:20]=[CH:19][CH:18]=3)[CH:14]([C:23]3[CH:28]=[CH:27][C:26]([Cl:29])=[CH:25][CH:24]=3)[NH:13]2)=[O:11])=[CH:5][CH:4]=1.[CH:32](N(C(C)C)CC)(C)[CH3:33].C(I)C>CN(C)C=O>[F:31][C:2]([F:1])([F:30])[C:3]1[CH:8]=[CH:7][C:6]([NH:9][C:10]([N:12]2[CH2:16][CH:15]([C:17]3[CH:22]=[CH:21][CH:20]=[CH:19][CH:18]=3)[CH:14]([C:23]3[CH:24]=[CH:25][C:26]([Cl:29])=[CH:27][CH:28]=3)[N:13]2[CH2:32][CH3:33])=[O:11])=[CH:5][CH:4]=1. Reported procedure: To 1.0 g (2.2 mmole) of N-(4-trifluoromethylphenyl)-3-(4-chlorophenyl)-4-phenyl-2,3,4,5-tetrahydro-1H-pyrazole-1-carboxamide (Example 3) in 5 ml of dimethylformamide was added 0.5 ml (3.0 mmole) of diisopropylethylamine and 0.25 ml (3.0 mmole) of ethyl iodide. The mixture was heated at 60° C. for 18 hours and then partitioned between diethyl ether and water. The organic layer was washed with water and brine and then dried over anhydrous magnesium sulfate. Filtration, concentration in vacuo, and ... The reactants are CN(C)c1ccncc1, CC(=O)O, CCOC(=O)Cc1ccc(N)c(Cl)c1, O, O=C(O)c1c(C(=O)O)c(OCc2ccccc2)c2ccccc2c1OCc1ccccc1. The product is CCOC(=O)Cc1ccc(N2C(=O)c3c(c(OCc4ccccc4)c4ccccc4c3OCc3ccccc3)C2=O)c(Cl)c1. RXN SMILES: [CH3:48][N:49]([c:50]1[cH:51][cH:52][n:53][cH:54][cH:55]1)[CH3:56].[CH3:57][C:58](=[O:59])[OH:60].[NH2:33][c:34]1[c:35]([Cl:46])[cH:36][c:37]([CH2:40][C:41](=[O:42])[O:43][CH2:44][CH3:45])[cH:38][cH:39]1.[OH2:47].[c:1]1([CH2:7][O:8][c:9]2[c:10]([C:30](=[O:31])[OH:32])[c:11]([C:27](=[O:28])[OH:29])[c:12]([O:19][CH2:20][c:21]3[cH:22][cH:23][cH:24][cH:25][cH:26]3)[c:13]3[cH:14][cH:15][cH:16][cH:17][c:18]23)[cH:2][cH:3][cH:4][cH:5][cH:6]1>>[c:1]1([CH2:7][O:8][c:9]2[c:10]3[c:11]([c:12]([O:19][CH2:20][c:21]4[cH:22][cH:23][cH:24][cH:25][cH:26]4)[c:13]4[cH:14][cH:15][cH:16][cH:17][c:18]24)[C:27](=[O:28])[N:33]([c:34]2[c:35]([Cl:46])[cH:36][c:37]([CH2:40][C:41](=[O:42])[O:43][CH2:44][CH3:45])[cH:38][cH:39]2)[C:30]3=[O:31])[cH:2][cH:3][cH:4][cH:5][cH:6]1. Isolated yield 46.0%. Reaction SMILES: [NH2:1][C:2]1[N:3]([CH3:30])[C:4](=[O:29])[C:5]([C:20]2[CH:21]=[C:22]([CH:27]=[O:28])[N:23]([CH2:25][CH3:26])[CH:24]=2)([C:7]2[CH:12]=[CH:11][CH:10]=[C:9]([C:13]3[C:14]([F:19])=[N:15][CH:16]=[CH:17][CH:18]=3)[CH:8]=2)[N:6]=1.[CH3:31][CH2:32][Mg+].[Br-].[Cl-].[NH4+]>C1COCC1.ClCCl>[NH2:1][C:2]1[N:3]([CH3:30])[C:4](=[O:29])[C:5]([C:20]2[CH:21]=[C:22]([CH:27]([OH:28])[CH2:31][CH3:32])[N:23]([CH2:25][CH3:26])[CH:24]=2)([C:7]2[CH:12]=[CH:11][CH:10]=[C:9]([C:13]3[C:14]([F:19])=[N:15][CH:16]=[CH:17][CH:18]=3)[CH:8]=2)[N:6]=1 |f:1.2,3.4|. Product: NC1=NC(C(N1C)=O)(C1=CC(=CC=C1)C=1C(=NC=CC1)F)C1=CN(C(=C1)C(CC)O)CC (2-Amino-5-[1-ethyl-5-(1-hydroxypropyl)-1H-pyrrol-3-yl]-5-[3-(2-fluoropyridin-3-yl)phenyl]-3-methyl-3,5-dihydro-4H-imidazol-4-one). Run at temperature -15 celsius. Starting materials: CC[Mg+].[Br-] (EtMgBr), NC=1N(C(C(N1)(C1=CC(=CC=C1)C=1C(=NC=CC1)F)C=1C=C(N(C1)CC)C=O)=O)C (4-{2-amino-4-[3-(2-fluoropyridin-3-yl)phenyl]-1-methyl-5-oxo-4,5-dihydro-1H-imidazol-4-yl}-1-ethyl-1H-pyrrole-2-carbaldehyde), [Cl-].[NH4+] (ammonium chloride). Reported procedure: A mixture of 4-{2-amino-4-[3-(2-fluoropyridin-3-yl)phenyl]-1-methyl-5-oxo-4,5-dihydro-1H-imidazol-4-yl}-1-ethyl-1H-pyrrole-2-carbaldehyde (0.10 g; 0.25 mmol) in THF (5 mL; anhydrous) was stirred and cooled to −15° C. To this was added an excess of EtMgBr (3.1 eq; 0.25 mL of 3.0 M solution in hexane), dropwise. The mixture was stirred at −15° C. for one hour. The reaction was worked up by carefully adding 1.0 mL of saturated aqueous ammonium chloride solution, diluting with dichloromethane (30 mL... The solvent is ClCCl (dichloromethane), C1CCOC1 (THF). The reactants are ClC1=NC=CC(=C1)C1=C(C=C(C=C1)F)OC (2-Chloro-4-(4-fluoro-2-methoxyphenyl)pyridine), NC=1C=C(C=CC1)CS(=O)(=O)N ((3-aminophenyl)methanesulfonamide), O([Na])C(C)(C)C (NaOC(CH3)3), PdCl2(CH3CN)2, CC1(C2=CC=CC(=C2OC=2C(=CC=CC12)P(C1=CC=CC=C1)C1=CC=CC=C1)P(C1=CC=CC=C1)C1=CC=CC=C1)C ((9,9-dimethyl-9H-xanthene-4,5-diyl)bis(diphenylphosphine)). Solvent: CN(C)C=O (DMF). Reaction conditions: temperature 110 celsius. Product: FC1=CC(=C(C=C1)C1=CC(=NC=C1)NC=1C=C(C=CC1)CS(=O)(=O)N)OC ([3-((4-(4-Fluoro-2-methoxyphenyl)pyridin-2-yl)amino)phenyl]-methanesulfonamide). Reaction SMILES: Cl[C:2]1[CH:7]=[C:6]([C:8]2[CH:13]=[CH:12][C:11]([F:14])=[CH:10][C:9]=2[O:15][CH3:16])[CH:5]=[CH:4][N:3]=1.[NH2:17][C:18]1[CH:19]=[C:20]([CH2:24][S:25]([NH2:28])(=[O:27])=[O:26])[CH:21]=[CH:22][CH:23]=1.O(C(C)(C)C)[Na].CC1(C)C2C=CC=C(P(C3C=CC=CC=3)C3C=CC=CC=3)C=2OC2C1=CC=CC=2P(C1C=CC=CC=1)C1C=CC=CC=1>CN(C=O)C>[F:14][C:11]1[CH:12]=[CH:13][C:8]([C:6]2[CH:5]=[CH:4][N:3]=[C:2]([NH:17][C:18]3[CH:19]=[C:20]([CH2:24][S:25]([NH2:28])(=[O:26])=[O:27])[CH:21]=[CH:22][CH:23]=3)[CH:7]=2)=[C:9]([O:15][CH3:16])[CH:10]=1. Reported procedure: Intermediate A2 (119 mg, 0.5 mmol), (3-aminophenyl)methanesulfonamide (112 mg, 0.6 mmol), NaOC(CH3)3 (67 mg, 0.7 mmol), PdCl2(CH3CN)2 (6.5 mg, 0.025 mmol, 5 mol %), and (9,9-dimethyl-9H-xanthene-4,5-diyl)bis(diphenylphosphine) [Xantphos] (23 mg, 0.04 mmol, 8 mol %) were dissolved in dry DMF (4 mL) and purged for 10 minutes with nitrogen. After heating at 110° C. for 18 hours the reaction mixture was filtered and the residue washed with toluene. The filtrate was concentrated under reduced pressur... Reaction SMILES: [NH2:1][C:2]1[C:3](=[O:14])[N:4]([CH2:12][CH3:13])[C:5](=[O:11])[N:6]([CH2:9][CH3:10])[C:7]=1[NH2:8].[CH3:15][O:16][C:17]1[CH:27]=[CH:26][CH:25]=[CH:24][C:18]=1[CH:19]=[CH:20][C:21](O)=O>>[CH2:12]([N:4]1[C:3](=[O:14])[C:2]2[NH:1][C:21](/[CH:20]=[CH:19]/[C:18]3[CH:24]=[CH:25][CH:26]=[CH:27][C:17]=3[O:16][CH3:15])=[N:8][C:7]=2[N:6]([CH2:9][CH3:10])[C:5]1=[O:11])[CH3:13]. Starting materials: NC=1C(N(C(N(C1N)CC)=O)CC)=O (5,6-diamino-1,3-diethyluracil), COC1=C(C=CC(=O)O)C=CC=C1 (2-methoxycinnamic acid). Reported procedure: Substantially the same procedure as in Example 7 was repeated using 2.5 g (12.6 mmol) of 5,6-diamino-1,3-diethyluracil and 2.48 g (13.9 mmol) of 2-methoxycinnamic acid. Then, the resultant crude crystals were recrystallized from tetrahydrofuran/water to give 990 mg (yield 24%) of Compound 108 as yellow grains. Yields the product C(C)N1C(=O)N(C=2N=C(NC2C1=O)\C=C\C1=C(C=CC=C1)OC)CC ((E)-1,3-Diethyl-8-(2-methoxystyryl)xanthine). Isolated yield 23.1%. Product: CNC(=S)NCCSCC1=NC=CC=C1N (N-methyl-N'-[2-((3-amino-2-pyridyl)methylthio)ethyl]thiourea). RXN SMILES: [NH2:1][C:2]1[C:3]([CH2:8][S:9][CH2:10][CH2:11][NH2:12])=[N:4][CH:5]=[CH:6][CH:7]=1.C(=O)([O-])[O-].[K+].[K+].[CH3:19][N:20]=[C:21]=[S:22]>C(O)C>[CH3:19][NH:20][C:21]([NH:12][CH2:11][CH2:10][S:9][CH2:8][C:3]1[C:2]([NH2:1])=[CH:7][CH:6]=[CH:5][N:4]=1)=[S:22] |f:1.2.3|. Starting materials: NC=1C(=NC=CC1)CSCCN (3-Amino-2-[(2-aminoethyl)thiomethyl]pyridine), dihydrobromide, C([O-])([O-])=O.[K+].[K+] (potassium carbonate), ethanol-ether, CN=C=S (methyl isothiocyanate). Solvent: C(C)O (ethanol). Procedure details: 3-Amino-2-[(2-aminoethyl)thiomethyl]pyridine (3.0 g,) prepared from an aqueous slurry of the dihydrobromide and potassium carbonate, by extraction with ethanol-ether (2:1) was dissolved in ethanol (25 ml.), methyl isothiocyanate (1.16 g.) added, and the solution then heated under reflux for 30 minutes. The residue was triturated with ether affording a solid (3.4 g.) m.p. 98°-100°. Recrystallisation from isopropyl acetate gave N-methyl-N'-[2-((3-amino-2-pyridyl)methylthio)ethyl]thiourea in 3 crop...